Dataset: the Open Reaction Database (ORD), a public repository of structured organic reaction records. Task: describe an organic reaction: reactants, conditions, products, and yield Reactants: CC1=NC(=NO1)C1=C(N=C(S1)N)C1=CC=CC=C1 (5-(5-methyl-[1,2,4]oxadiazol-3-yl)-4-phenyl-thiazol-2-ylamine), S1C(=CC=C1)CC(=O)Cl (thiophen-2-yl-acetyl chloride). Yields the product CC1=NC(=NO1)C1=C(N=C(S1)NC(CC=1SC=CC1)=O)C1=CC=CC=C1 (N-[5-(5-Methyl-[1,2,4]oxadiazol-3-yl)-4-phenyl-thiazol-2-yl]-2-thiophen-2-yl-acetamide). As a reaction SMILES: [CH3:1][C:2]1[O:6][N:5]=[C:4]([C:7]2[S:11][C:10]([NH2:12])=[N:9][C:8]=2[C:13]2[CH:18]=[CH:17][CH:16]=[CH:15][CH:14]=2)[N:3]=1.[S:19]1[CH:23]=[CH:22][CH:21]=[C:20]1[CH2:24][C:25](Cl)=[O:26]>>[CH3:1][C:2]1[O:6][N:5]=[C:4]([C:7]2[S:11][C:10]([NH:12][C:25](=[O:26])[CH2:24][C:20]3[S:19][CH:23]=[CH:22][CH:21]=3)=[N:9][C:8]=2[C:13]2[CH:14]=[CH:15][CH:16]=[CH:17][CH:18]=2)[N:3]=1. Procedure: Prepared from 5-(5-methyl-[1,2,4]oxadiazol-3-yl)-4-phenyl-thiazol-2-ylamine and thiophen-2-yl-acetyl chloride. The reactants are COC(=O)c1ccn(Cc2c(C(=O)OC)n(-c3ccccc3)c3cc(Cl)ccc3c2=O)c(=O)c1, Cl, [Na+], C1CCOC1, [OH-]. Product: COC(=O)c1c(Cn2ccc(C(=O)O)cc2=O)c(=O)c2ccc(Cl)cc2n1-c1ccccc1. As a reaction SMILES: [CH3:1][O:2][C:3](=[O:4])[c:5]1[n:6](-[c:29]2[cH:30][cH:31][cH:32][cH:33][cH:34]2)[c:7]2[cH:8][c:9]([Cl:28])[cH:10][cH:11][c:12]2[c:13](=[O:27])[c:14]1[CH2:15][n:16]1[c:17](=[O:26])[cH:18][c:19]([C:22](=[O:23])[O:24][CH3:25])[cH:20][cH:21]1.[ClH:37].[Na+:36].[O:38]1[CH2:39][CH2:40][CH2:41][CH2:42]1.[OH-:35]>>[CH3:1][O:2][C:3](=[O:4])[c:5]1[n:6](-[c:29]2[cH:30][cH:31][cH:32][cH:33][cH:34]2)[c:7]2[cH:8][c:9]([Cl:28])[cH:10][cH:11][c:12]2[c:13](=[O:27])[c:14]1[CH2:15][n:16]1[c:17](=[O:26])[cH:18][c:19]([C:22](=[O:23])[OH:24])[cH:20][cH:21]1. Starting materials: BrC1=CC(=C(C=C1)C(=O)N1CCN(CC1)C1=NC=C(C=C1C)CC)S(=O)(=O)C ((4-bromo-2-methanesulfonylphenyl)[4-(5-ethyl-3-methylpyridin-2-yl)piperazin-1-yl]methanone), N1C(CCC1)=O (pyrrolidin-2-one). The product is C(C)C=1C=C(C(=NC1)N1CCN(CC1)C(=O)C1=C(C=C(C=C1)N1C(CCC1)=O)S(=O)(=O)C)C (1-{4-[4-(5-ethyl-3-methylpyridin-2-yl)piperazine-1-carbonyl]-3-methanesulfonylphenyl}pyrrolidin-2-one). RXN SMILES: Br[C:2]1[CH:7]=[CH:6][C:5]([C:8]([N:10]2[CH2:15][CH2:14][N:13]([C:16]3[C:21]([CH3:22])=[CH:20][C:19]([CH2:23][CH3:24])=[CH:18][N:17]=3)[CH2:12][CH2:11]2)=[O:9])=[C:4]([S:25]([CH3:28])(=[O:27])=[O:26])[CH:3]=1.[NH:29]1[CH2:33][CH2:32][CH2:31][C:30]1=[O:34]>>[CH2:23]([C:19]1[CH:20]=[C:21]([CH3:22])[C:16]([N:13]2[CH2:14][CH2:15][N:10]([C:8]([C:5]3[CH:6]=[CH:7][C:2]([N:29]4[CH2:33][CH2:32][CH2:31][C:30]4=[O:34])=[CH:3][C:4]=3[S:25]([CH3:28])(=[O:27])=[O:26])=[O:9])[CH2:11][CH2:12]2)=[N:17][CH:18]=1)[CH3:24]. Reported procedure: Using (4-bromo-2-methanesulfonylphenyl)[4-(5-ethyl-3-methylpyridin-2-yl)piperazin-1-yl]methanone (466 mg) described in Preparation Example 254 and pyrrolidin-2-one (115 μL) and by the reaction and treatment in the same manner as in Example 262, the title compound (420 mg) was obtained. Product: Cl, OC1(C#Cc2ccc3ncnc(Nc4ccc(Oc5ccccc5)cc4)c3c2)CCOCC1. RXN SMILES: [C:35]([OH:36])([CH3:37])([CH3:38])[CH3:39].[Cl:1][c:2]1[n:3][cH:4][n:5][c:6]2[cH:7][cH:8][c:9]([C:12]#[C:13][C:14]3([OH:20])[CH2:15][CH2:16][O:17][CH2:18][CH2:19]3)[cH:10][c:11]12.[Cl:40][CH2:41][CH2:42][Cl:43].[Cl:44][CH2:45][Cl:46].[O:21]([c:22]1[cH:23][cH:24][cH:25][cH:26][cH:27]1)[c:28]1[cH:29][cH:30][c:31]([NH2:32])[cH:33][cH:34]1>>[ClH:1].[c:2]1([NH:32][c:31]2[cH:30][cH:29][c:28]([O:21][c:22]3[cH:23][cH:24][cH:25][cH:26][cH:27]3)[cH:34][cH:33]2)[n:3][cH:4][n:5][c:6]2[cH:7][cH:8][c:9]([C:12]#[C:13][C:14]3([OH:20])[CH2:15][CH2:16][O:17][CH2:18][CH2:19]3)[cH:10][c:11]12. The reactants are CC(C)(C)O, OC1(C#Cc2ccc3ncnc(Cl)c3c2)CCOCC1, ClCCCl, ClCCl, Nc1ccc(Oc2ccccc2)cc1. Starting materials: Br, CC(C)Sc1ccccc1C=O, ClCCl, [Na+], [Na+], O=S([O-])[O-]. Product: CC(C)S(=O)c1ccccc1C=O. As a reaction SMILES: [Br:13].[CH:1]([CH3:2])([CH3:3])[S:4][c:5]1[c:6]([CH:7]=[O:8])[cH:9][cH:10][cH:11][cH:12]1.[Cl:20][CH2:21][Cl:22].[Na+:18].[Na+:19].[S:14](=[O:15])([O-:16])[O-:17]>>[CH:1]([CH3:2])([CH3:3])[S:4]([c:5]1[c:6]([CH:7]=[O:8])[cH:9][cH:10][cH:11][cH:12]1)=[O:15].